From a dataset of the Open Reaction Database (ORD), a public repository of structured organic reaction records. describe an organic reaction: reactants, conditions, products, and yield Starting materials: C(C1=CC=CC=C1)OC(=O)NC=1C(=NC2=CC(=C(C=C2C1)F)C=C)C(=O)NC=1C=NC=CC1N1C[C@H](CCC1)NC(OCC1=CC=CC=C1)=O (benzyl [(3S)-1-(3-{[(3-{[(benzyloxy)carbonyl]amino}-6-fluoro-7-vinylquinolin-2-yl)carbonyl]amino}pyridin-4-yl)piperidin-3-yl]carbamate). Reagents/catalysts: [Pd] (Pd on carbon). Solvent: CO (MeOH). Conditions: time 15 hour. Yields the product NC=1C(=NC2=CC(=C(C=C2C1)F)CC)C(=O)NC=1C=NC=CC1N1C[C@H](CCC1)N (3-Amino-N-{4-[(3S)-3-aminopiperidin-1-yl]pyridin-3-yl}-7-ethyl-6-fluoroquinoline-2-carboxamide). Yield: 13.7%. Reaction SMILES: C(OC([NH:11][C:12]1[C:13]([C:25]([NH:27][C:28]2[CH:29]=[N:30][CH:31]=[CH:32][C:33]=2[N:34]2[CH2:39][CH2:38][CH2:37][C@H:36]([NH:40]C(=O)OCC3C=CC=CC=3)[CH2:35]2)=[O:26])=[N:14][C:15]2[C:20]([CH:21]=1)=[CH:19][C:18]([F:22])=[C:17]([CH:23]=[CH2:24])[CH:16]=2)=O)C1C=CC=CC=1>CO.[Pd]>[NH2:11][C:12]1[C:13]([C:25]([NH:27][C:28]2[CH:29]=[N:30][CH:31]=[CH:32][C:33]=2[N:34]2[CH2:39][CH2:38][CH2:37][C@H:36]([NH2:40])[CH2:35]2)=[O:26])=[N:14][C:15]2[C:20]([CH:21]=1)=[CH:19][C:18]([F:22])=[C:17]([CH2:23][CH3:24])[CH:16]=2. Procedure: To a solution of benzyl [(3S)-1-(3-{[(3-{[(benzyloxy)carbonyl]amino}-6-fluoro-7-vinylquinolin-2-yl)carbonyl]amino}pyridin-4-yl)piperidin-3-yl]carbamate (242.7 mg, 0.3597 mmol) in MeOH (7.00 mL), 10 wt % Pd on carbon (66.7 mg, 0.0627 mmol) was added. The mixture was then stirred at room temperature under hydrogen (1 atm.) for 15 h. The reaction mixture was filtered through a pad of diatomaceous earth (eluted with MeOH) and was then concentrated under reduced pressure. The resulting residue was pu... Reported procedure: A solution of methyl 2-amino-4,6-dichlorobenzoate (1.30 g, 5.91 mM) and dimethyl acetylenedicarboxylate (0.96 g, 6.78 mM) in t-butanol (14 mL) was refluxed for 18 hr under a nitrogen atmosphere. The reaction mixture was cooled to room temperature and potassium t-butoxide (0.76 g, 6.8 mM) was added to the stirred mixture whereupon a precipitate formed. After refluxing for 1.5 hr, the reaction mixture was cooled to room temperature and filtered to separate the precipitated solids. The solids were ... Solvent: C(C)(C)(C)O (t-butanol). Starting materials: NC1=C(C(=O)OC)C(=CC(=C1)Cl)Cl (methyl 2-amino-4,6-dichlorobenzoate), C(#CC(=O)OC)C(=O)OC (dimethyl acetylenedicarboxylate), CC(C)([O-])C.[K+] (potassium t-butoxide). The product is ClC1=C2C(=C(C(=NC2=CC(=C1)Cl)C(=O)OC)C(=O)OC)O (Dimethyl 5,7-dichloro-4-hydroxyquinoline-2,3-dicarboxylate). As a reaction SMILES: [NH2:1][C:2]1[CH:11]=[C:10]([Cl:12])[CH:9]=[C:8]([Cl:13])[C:3]=1[C:4]([O:6]C)=O.[C:14]([C:20]([O:22][CH3:23])=[O:21])#[C:15][C:16]([O:18][CH3:19])=[O:17].CC(C)([O-])C.[K+]>C(O)(C)(C)C>[Cl:13][C:8]1[CH:9]=[C:10]([Cl:12])[CH:11]=[C:2]2[C:3]=1[C:4]([OH:6])=[C:14]([C:20]([O:22][CH3:23])=[O:21])[C:15]([C:16]([O:18][CH3:19])=[O:17])=[N:1]2 |f:2.3|. The yield is 59.0%. Reactants: C(C1=CC=CC=C1)SC1=NC(=C(C(=N1)Cl)[N+](=O)[O-])Cl (2-(benzylthio)-4,6-dichloro-5-nitropyrimidine), CCN(C(C)C)C(C)C (DIEA), NC1CCOCC1 (4-aminotetrahydropyran). Run in C1CCOC1 (THF), C1CCOC1 (THF). Reaction conditions: time 18 hour. The product is C(C1=CC=CC=C1)SC1=NC(=C(C(=N1)NC1CCOCC1)[N+](=O)[O-])Cl (2-(benzylthio)-6-chloro-5-nitro-N-(tetrahydro-2H-pyran-4-yl)pyrimidin-4-amine). The yield is 72.7%. RXN SMILES: [CH2:1]([S:8][C:9]1[N:14]=[C:13]([Cl:15])[C:12]([N+:16]([O-:18])=[O:17])=[C:11](Cl)[N:10]=1)[C:2]1[CH:7]=[CH:6][CH:5]=[CH:4][CH:3]=1.CCN(C(C)C)C(C)C.[NH2:29][CH:30]1[CH2:35][CH2:34][O:33][CH2:32][CH2:31]1>C1COCC1>[CH2:1]([S:8][C:9]1[N:10]=[C:11]([NH:29][CH:30]2[CH2:35][CH2:34][O:33][CH2:32][CH2:31]2)[C:12]([N+:16]([O-:18])=[O:17])=[C:13]([Cl:15])[N:14]=1)[C:2]1[CH:3]=[CH:4][CH:5]=[CH:6][CH:7]=1. Procedure details: To a solution of 2-(benzylthio)-4,6-dichloro-5-nitropyrimidine (WO 01/58906 A1) (9 g, 28.5 mmol) in THF (60 mL) and DIEA (9.9 mL, 7.36 g, 57 mmol, 2 equiv.) was added drop wise a solution of 4-aminotetrahydropyran (2.77 g, 27.4 mmol, 0.96 equiv.) in THF (20 mL) over 15 min. The reaction mixture was stirred at room temperature for 18 h. The solvent was then removed in vacuo and the residue purified by column chromatography (silica gel, elution with 4/1 hexanes/ethyl acetate) to afford, after evap... The reactants are O=C(Cl)C(=O)Cl, CN(C)C=O, ClCCl, Cc1cc(C(=O)O)n(-c2ncc(Cl)cc2Cl)n1. The product is Cc1cc(C(=O)Cl)n(-c2ncc(Cl)cc2Cl)n1. As a reaction SMILES: [C:21]([Cl:22])(=[O:23])[C:24]([Cl:25])=[O:26].[CH:27]([N:28]([CH3:29])[CH3:30])=[O:31].[Cl:18][CH2:19][Cl:20].[Cl:1][c:2]1[c:3](-[n:9]2[n:10][c:11]([CH3:17])[cH:12][c:13]2[C:14](=[O:15])[OH:16])[n:4][cH:5][c:6]([Cl:8])[cH:7]1>>[Cl:1][c:2]1[c:3](-[n:9]2[n:10][c:11]([CH3:17])[cH:12][c:13]2[C:14](=[O:15])[Cl:18])[n:4][cH:5][c:6]([Cl:8])[cH:7]1. The reactants are C([O-])([O-])=O.[K+].[K+] (potassium carbonate), ClCC(=C)CCl (2-chloromethyl-3-chloro-1-propene), OC1=C(C=C(C=C1)C(C)=O)CS(=O)(=O)C1=CC=CC=C1 (1-{4-hydroxy-3-[(phenylsulfonyl)methyl]phenyl}ethanone), CN(C=O)C (N,N-dimethylformamide), Cl (hydrochloric acid). Reagents/catalysts: [I-].C(CCC)[N+](CCCC)(CCCC)CCCC (tetrabutylammonium iodide). Run in CCOCC (ether), O (water). Conditions: time 20 hour. The product is ClCC(COC1=C(C=C(C(=O)OC)C=C1)CS(=O)(=O)C1=CC=CC=C1)=C (methyl 4-{[2-(chloromethyl)-2-propenyl]oxy}-3-[(phenyl-sulfonyl)methyl]benzoate). Yield: 50.0%. As a reaction SMILES: C(=O)([O-])[O-].[K+].[K+].[Cl:7][CH2:8][C:9]([CH2:11]Cl)=[CH2:10].[OH:13][C:14]1[CH:19]=[CH:18][C:17]([C:20](=[O:22])C)=[CH:16][C:15]=1[CH2:23][S:24]([C:27]1[CH:32]=[CH:31][CH:30]=[CH:29][CH:28]=1)(=[O:26])=[O:25].Cl.CN(C)[CH:36]=[O:37]>[I-].C([N+](CCCC)(CCCC)CCCC)CCC.CCOCC.O>[Cl:7][CH2:8][C:9](=[CH2:10])[CH2:11][O:13][C:14]1[CH:19]=[CH:18][C:17]([C:20]([O:37][CH3:36])=[O:22])=[CH:16][C:15]=1[CH2:23][S:24]([C:27]1[CH:32]=[CH:31][CH:30]=[CH:29][CH:28]=1)(=[O:26])=[O:25] |f:0.1.2,7.8|. Procedure: 3 g (8.62 mmol) of tetrabutylammonium iodide, 3.02 g (20.4 mmol) of potassium carbonate and then 2.36 ml (20.4 mmol) of 2-chloromethyl-3-chloro-1-propene are successively introduced into a solution of 2.5 g (8.16 mmol) of readily accessible 1-{4-hydroxy-3-[(phenylsulfonyl)methyl]phenyl}ethanone in 150 ml of N,N-dimethylformamide. The solution is stirred at ambient temperature for 20 hours and then water, ether and 1N hydrochloric acid are added, the reaction medium being cooled to 0° C. using a ... The reactants are CC(C=C)O (3-buten-2-ol), COC(C)(C)OC (2,2-dimethoxypropane), C1(=CC=C(C=C1)S(=O)(=O)O)C (p-toluenesulfonic acid), COC=1C=CC=C2CCCC(C12)=O (8-methoxy-1-tetralone). Run in C1(=CC=CC=C1)C (toluene). The product is C(C=CC)C1C(C2=C(C=CC=C2CC1)OC)=O (2-(2-buten-1-yl)-8-methoxy-1-tetralone). The yield is 22.0%. RXN SMILES: [CH3:1][O:2][C:3]1[CH:4]=[CH:5][CH:6]=[C:7]2[C:12]=1[C:11](=[O:13])[CH2:10][CH2:9][CH2:8]2.[CH3:14][CH:15](O)[CH:16]=[CH2:17].COC(OC)(C)C.C1(C)C=CC(S(O)(=O)=O)=CC=1>C1(C)C=CC=CC=1>[CH2:14]([CH:10]1[CH2:9][CH2:8][C:7]2[C:12](=[C:3]([O:2][CH3:1])[CH:4]=[CH:5][CH:6]=2)[C:11]1=[O:13])[CH:15]=[CH:16][CH3:17]. Procedure details: 13.7 g of 8-methoxy-1-tetralone were dissolved in 140 ml of toluene under argon and added to 13.3 ml of 3-buten-2-ol, 14.2 ml of 2,2-dimethoxypropane and 300 mg of p-toluenesulfonic acid. The reaction solution was heated to reflux for 90 hours. The solvent was removed in a vacuum and the residue was chromatographed on 500 g of silica gel firstly with hexane/ethyl acetate 9:1, then with hexane/ethyl acetate 4:1 and finally with hexane/ethyl acetate 1:1. In addition to large amounts of unreacted e... Reactants: S(C)C (Me2S), CSC (methyl sulfide), C(C)OC(CN(C=1C=C2C(CC(C2=CC1)C)=O)CC1=CC=CC=C1)=O ([benzyl-(1-methyl-3-oxo-indan-5-yl)-amino]-acetic acid ethyl ester), O1CCCC1 (tetrahydrofuran). Run in C(C)(=O)OCC (ethyl acetate). Conditions: time 0.5 hour. Yields the product CC1CC(C2=CC(=CC=C12)NC(C1=CC=CC=C1)=O)=O (N-(1-methyl-3-oxo-indan-5-yl)benzamide), C(C)OC(CN(C=1C=C2C(CC(C2=CC1)C)O)CC1=CC=CC=C1)=O ([benzyl-(3-hydroxy-1-methyl-indan-5-yl)-amino]-acetic acid ethyl ester). Isolated yield 32.0%. As a reaction SMILES: CSC.[CH2:4]([O:6][C:7](=[O:28])[CH2:8][N:9]([CH2:21][C:22]1[CH:27]=[CH:26][CH:25]=[CH:24][CH:23]=1)[C:10]1[CH:11]=[C:12]2[C:16](=[CH:17][CH:18]=1)[CH:15]([CH3:19])[CH2:14][C:13]2=[O:20])[CH3:5].[O:29]1CCCC1>C(OCC)(=O)C>[CH3:19][CH:15]1[C:16]2[C:12](=[CH:11][C:10]([NH:9][C:21](=[O:29])[C:22]3[CH:27]=[CH:26][CH:25]=[CH:24][CH:23]=3)=[CH:18][CH:17]=2)[C:13](=[O:20])[CH2:14]1.[CH2:4]([O:6][C:7](=[O:28])[CH2:8][N:9]([CH2:21][C:22]1[CH:23]=[CH:24][CH:25]=[CH:26][CH:27]=1)[C:10]1[CH:11]=[C:12]2[C:16](=[CH:17][CH:18]=1)[CH:15]([CH3:19])[CH2:14][CH:13]2[OH:20])[CH3:5]. Procedure: As presented in the following reaction formula, a mixture of boran (BH3) in methyl sulfide (Me2S; 1.4 mL, 0.014 mol) was added to a solution of [benzyl-(1-methyl-3-oxo-indan-5-yl)-amino]-acetic acid ethyl ester (4 g, 0.011 mol) and tetrahydrofuran (THF; 50 mL), and the reaction mixture was refluxed for 2 hours. The mixture of BH3 in Me2S (1.4 mL, 0.014 mol) was added several times in a divided manner until there was no reactant left. The reaction was terminated with methanol (10 mL) at 0° C. The...